Dataset: the Open Reaction Database (ORD), a public repository of structured organic reaction records. Task: describe an organic reaction: reactants, conditions, products, and yield The solvent is CCOCC (ether), O1CCCC1 (tetrahydrofuran), O (water), CCOCC (ether). Reactants: NC1=C2C(N(C(C2=CC=C1)=O)C1C(NC(CC1)=O)=O)=O (4-amino-2-(2,6-dioxo(3-piperidyl))isoindoline-1,3-dione), Cl.C(C1=CN=CC=C1)(=O)Cl (nicotinoyl chloride hydrochloride). Reported procedure: A stirred mixture of 4-amino-2-(2,6-dioxo(3-piperidyl))isoindoline-1,3-dione (1.09 g, 4.0 mmol) and nicotinoyl chloride hydrochloride (1.42 g, 8.0 mmol) in tetrahydrofuran (60 ml) was heated to reflux for 22 h. The suspension was filtered and washed with tetrahydrofuran (20 ml) and ether (10 ml) to yield a white solid. The solid was slurried in pH 7 buffer (40 ml) and ether (30 ml) for 1 h. The suspension was filtered and washed with water (20 ml) and ether (20 ml) to N-[2-(2,6-dioxo(3-piperidyl... The product is O=C1NC(CCC1N1C(C2=CC=CC(=C2C1=O)NC(=O)C=1C=NC=CC1)=O)=O (N-[2-(2,6-dioxo(3-piperidyl))-1,3-dioxoisoindolin-4-yl]-3-pyridylcarboxamide). Isolated yield 79.3%. As a reaction SMILES: [NH2:1][C:2]1[CH:10]=[CH:9][CH:8]=[C:7]2[C:3]=1[C:4](=[O:20])[N:5]([CH:12]1[CH2:17][CH2:16][C:15](=[O:18])[NH:14][C:13]1=[O:19])[C:6]2=[O:11].Cl.[C:22](Cl)(=[O:29])[C:23]1[CH:28]=[CH:27][CH:26]=[N:25][CH:24]=1>O1CCCC1.O.CCOCC>[O:19]=[C:13]1[CH:12]([N:5]2[C:4](=[O:20])[C:3]3[C:7](=[CH:8][CH:9]=[CH:10][C:2]=3[NH:1][C:22]([C:23]3[CH:24]=[N:25][CH:26]=[CH:27][CH:28]=3)=[O:29])[C:6]2=[O:11])[CH2:17][CH2:16][C:15](=[O:18])[NH:14]1 |f:1.2|. Reactants: CC(C)(C)[Si](C)(C)OCCc1ccc(CCO)s1, O=C([O-])O, CCOC(C)=O, ClCCl, [Na+], [Na+], [Na+], O=S([O-])([O-])=S. Product: CC(C)(C)[Si](C)(C)OCCc1ccc(CC=O)s1. RXN SMILES: [C:1]([CH3:2])([CH3:3])([CH3:4])[Si:5]([O:6][CH2:7][CH2:8][c:9]1[cH:10][cH:11][c:12]([CH2:14][CH2:15][OH:16])[s:13]1)([CH3:17])[CH3:18].[C:26](=[O:27])([OH:28])[O-:29].[CH3:31][CH2:32][O:33][C:34](=[O:35])[CH3:36].[Cl:37][CH2:38][Cl:39].[Na+:24].[Na+:25].[Na+:30].[S:19]([O-:20])([O-:21])(=[O:22])=[S:23]>>[C:1]([CH3:2])([CH3:3])([CH3:4])[Si:5]([O:6][CH2:7][CH2:8][c:9]1[cH:10][cH:11][c:12]([CH2:14][CH:15]=[O:16])[s:13]1)([CH3:17])[CH3:18]. The product is OCCN(C1=CC=C(C=C2C(N(N=C2C)CCO)=O)C=C1)CCO (4-(4-(bis-(2-hydroxyethyl)amino)benzylidene)-2-(2-hydroxyethyl)-5-methyl-2,4-dihydropyrazol-3-one). As a reaction SMILES: [OH:1][C:2]1[N:6]([CH:7](O)[CH3:8])[N:5]=[C:4]([CH3:10])[CH:3]=1.[OH:11][CH2:12][CH2:13][N:14]([CH2:23][CH2:24][OH:25])[C:15]1[CH:22]=[CH:21][C:18]([CH:19]=O)=[CH:17][CH:16]=1.C([OH:28])C>>[OH:25][CH2:24][CH2:23][N:14]([CH2:13][CH2:12][OH:11])[C:15]1[CH:22]=[CH:21][C:18]([CH:19]=[C:3]2[C:4]([CH3:10])=[N:5][N:6]([CH2:7][CH2:8][OH:28])[C:2]2=[O:1])=[CH:17][CH:16]=1. Procedure details: 2.85 g of 5-hydroxy-1-hydroxyethyl-3-methyl-1H-pyrazole and 4-(di-(2-hydroxyethyl)amino)-benzaldehyde in ethanol were allowed to reflux for 4 hours. The reaction mixture was then evaporated, and the residue was caused to crystallize by addition of a small amount of isopropanol. Starting materials: OC1=CC(=NN1C(C)O)C (5-hydroxy-1-hydroxyethyl-3-methyl-1H-pyrazole), OCCN(C1=CC=C(C=O)C=C1)CCO (4-(di-(2-hydroxyethyl)amino)-benzaldehyde), C(C)O (ethanol).